This data is from the Open Reaction Database (ORD), a public repository of structured organic reaction records. The task is: describe an organic reaction: reactants, conditions, products, and yield Reactants: BrCC1C(OC2=C1C(=C(C(=C2C)C)O)C)(C)C (3-bromomethyl-2,2,4,6,7-pentamethyl-2,3-dihydro-1-benzofuran-5-ol), C1(=CC=CC=C1)O (phenol), CN1CCNCC1 (N-methylpiperazine). Run in C(C)#N (acetonitrile). The product is CC1(OC2=C(C1CN1CCN(CC1)C)C(=C(C(=C2C)C)O)C)C (2,2,4,6,7-pentamethyl-3-[(4-methylpiperazino)-methyl]-2,3-dihydro-1-benzofuran-5-ol). The yield is 22.8%. Reaction SMILES: Br[CH2:2][CH:3]1[C:7]2[C:8]([CH3:15])=[C:9]([OH:14])[C:10]([CH3:13])=[C:11]([CH3:12])[C:6]=2[O:5][C:4]1([CH3:17])[CH3:16].C1(O)C=CC=CC=1.[CH3:25][N:26]1[CH2:31][CH2:30][NH:29][CH2:28][CH2:27]1>C(#N)C>[CH3:16][C:4]1([CH3:17])[CH:3]([CH2:2][N:29]2[CH2:30][CH2:31][N:26]([CH3:25])[CH2:27][CH2:28]2)[C:7]2[C:8]([CH3:15])=[C:9]([OH:14])[C:10]([CH3:13])=[C:11]([CH3:12])[C:6]=2[O:5]1. Reported procedure: A solution of 3-bromomethyl-2,2,4,6,7-pentamethyl-2,3-dihydro-1-benzofuran-5-ol (81 g, 270 mmol), phenol (26.75 g, 284 mmol) and N-methylpiperazine (28.47 g, 284 mmol) in acetonitrile (300 ml) is stirred at reflux temperature for 60 hrs. The precipitate that formed is collected, washed with acetonitrile and slurtied in 10% sodium bicarbonate solution. The product is extracted twice with ethyl acetate, and the extract is washed with water and brine, dried (sodium sulfate) and evaporated. The resu... The reactants are CCON, CCO, Cl, [Na+], [OH-], CCC(=O)C1=C(O)CC(c2c(C)cc(C)c(OC)c2C)CC1=O. The product is CCON=C(CC)C1=C(O)CC(c2c(C)cc(C)c(OC)c2C)CC1=O. Reaction SMILES: [CH2:2]([CH3:3])[O:4][NH2:5].[CH3:31][CH2:32][OH:33].[ClH:1].[Na+:7].[OH-:6].[OH:8][C:9]1=[C:10]([C:27]([CH2:28][CH3:29])=[O:30])[C:11](=[O:26])[CH2:12][CH:13]([c:15]2[c:16]([CH3:25])[c:17]([O:23][CH3:24])[c:18]([CH3:22])[cH:19][c:20]2[CH3:21])[CH2:14]1>>[CH2:2]([CH3:3])[O:4][N:5]=[C:27]([C:10]1=[C:9]([OH:8])[CH2:14][CH:13]([c:15]2[c:16]([CH3:25])[c:17]([O:23][CH3:24])[c:18]([CH3:22])[cH:19][c:20]2[CH3:21])[CH2:12][C:11]1=[O:26])[CH2:28][CH3:29]. Starting materials: CCn1ncc2c(NN)c(C(=O)O)cnc21, C1COCCN1, CN(C)CCCN, CC(C)n1ncc2c(NN)c(C(=O)O)cnc21, CCc1nc2nc(Cl)c3cnc4c(cnn4C(C)C)c3n2n1. Product: CCc1nc2nc(N3CCOCC3)c3cnc4c(cnn4C(C)C)c3n2n1. As a reaction SMILES: [CH2:18]([n:19]1[c:20]2[n:21][cH:22][c:23]([C:24]([OH:25])=[O:26])[c:27]([NH:28][NH2:29])[c:30]2[cH:31][n:32]1)[CH3:33].[CH2:34]1[CH2:35][O:36][CH2:37][CH2:38][NH:39]1.[CH3:40][N:41]([CH3:42])[CH2:43][CH2:44][CH2:45][NH2:46].[CH:1]([n:2]1[c:3]2[n:4][cH:5][c:6]([C:7]([OH:8])=[O:9])[c:10]([NH:11][NH2:12])[c:13]2[cH:14][n:15]1)([CH3:16])[CH3:17].[Cl:47][c:48]1[n:49][c:50]2[n:51]([c:52]3[c:53]1[cH:54][n:55][c:56]1[c:57]3[cH:58][n:59][n:60]1[CH:61]([CH3:62])[CH3:63])[n:64][c:65]([CH2:67][CH3:68])[n:66]2>>[CH2:34]1[CH2:35][O:36][CH2:37][CH2:38][N:39]1[c:48]1[n:49][c:50]2[n:51]([c:52]3[c:53]1[cH:54][n:55][c:56]1[c:57]3[cH:58][n:59][n:60]1[CH:61]([CH3:62])[CH3:63])[n:64][c:65]([CH2:67][CH3:68])[n:66]2. Reported procedure: To 3,5-bis(4-pyridyl)-1,2,4-triazole (4.4 g., 0.02 mol) in dry tetrahydrofuran (200 ml.) is added 57% sodium hydride in mineral oil (1 g., 0.024 mol.) and the mixture is heated 45 minutes at reflux. The suspension is concentrated to a solid, N,N-dimethylformamide (70 ml.) and benzyl chloride (2.8 g., 0.022 mol.) are added. The mixture is stirred 0.5 hour at ambient temperature followed by 4 hours at steam bath temperature. The solution is concentrated to a gum, water is added and the material so... Yields the product C(C1=CC=CC=C1)N1N=C(N=C1C1=CC=NC=C1)C1=CC=NC=C1 (1-benzyl-3,5-bis(4-pyridyl)-1,2,4-triazole). The reactants are N1=CC=C(C=C1)C1=NNC(=N1)C1=CC=NC=C1 (3,5-bis(4-pyridyl)-1,2,4-triazole), [H-].[Na+] (sodium hydride), CN(C=O)C (N,N-dimethylformamide), C(C1=CC=CC=C1)Cl (benzyl chloride). Reaction SMILES: [N:1]1[CH:6]=[CH:5][C:4]([C:7]2[N:11]=[C:10]([C:12]3[CH:17]=[CH:16][N:15]=[CH:14][CH:13]=3)[NH:9][N:8]=2)=[CH:3][CH:2]=1.[H-].[Na+].CN(C)C=O.[CH2:25](Cl)[C:26]1[CH:31]=[CH:30][CH:29]=[CH:28][CH:27]=1>O1CCCC1>[CH2:25]([N:8]1[C:7]([C:4]2[CH:5]=[CH:6][N:1]=[CH:2][CH:3]=2)=[N:11][C:10]([C:12]2[CH:17]=[CH:16][N:15]=[CH:14][CH:13]=2)=[N:9]1)[C:26]1[CH:31]=[CH:30][CH:29]=[CH:28][CH:27]=1 |f:1.2|. The solvent is O1CCCC1 (tetrahydrofuran). Conditions: time 0.5 hour. Starting materials: CC1OC12CCN(C(=O)OCc1ccccc1)C2, CCOC(C)=O, CO, [NH4+], [OH-]. Yields the product CC(N)C1(O)CCN(C(=O)OCc2ccccc2)C1. RXN SMILES: [CH2:1]([c:2]1[cH:3][cH:4][cH:5][cH:6][cH:7]1)[O:8][C:9](=[O:10])[N:11]1[CH2:12][C:13]2([CH:14]([CH3:16])[O:15]2)[CH2:17][CH2:18]1.[CH3:19][CH2:20][O:21][C:22](=[O:23])[CH3:24].[CH3:27][OH:28].[NH4+:25].[OH-:26]>>[CH2:1]([c:2]1[cH:3][cH:4][cH:5][cH:6][cH:7]1)[O:8][C:9](=[O:10])[N:11]1[CH2:12][C:13]([CH:14]([CH3:16])[NH2:25])([OH:15])[CH2:17][CH2:18]1. Starting materials: CC(C)(C)n1cc(CCl)cn1, O=C([O-])[O-], CN(C)C=O, Cl, [K+], [K+], N#CCC#N, O. The product is CC(C)(C)n1cc(CC(C#N)C#N)cn1. As a reaction SMILES: [C:13]([CH3:14])([CH3:15])([CH3:16])[n:17]1[n:18][cH:19][c:20]([CH2:22][Cl:23])[cH:21]1.[C:6](=[O:7])([O-:8])[O-:9].[CH3:25][N:26]([CH3:27])[CH:28]=[O:29].[ClH:12].[K+:10].[K+:11].[N:1]#[C:2][CH2:3][C:4]#[N:5].[OH2:24]>>[N:1]#[C:2][CH:3]([C:4]#[N:5])[CH2:22][c:20]1[cH:19][n:18][n:17]([C:13]([CH3:14])([CH3:15])[CH3:16])[cH:21]1. The reactants are C(C1=CC=CC=C1)N1CCN(CC1)CC1C2([C@@H](OC1=O)C1=C(CCC[C@@]1(CC2)C)C)O ((5aR,9bS)-3-((4-Benzylpiperazin-1-yl)methyl)-3a-hydroxy-5a,9-dimethyl-3,3a,4,5,5a,6,7,8-octahydronaphtho[1,2-b]furan-2(9bH)-one), [H-].[H-].[H-].[H-].[Li+].[Al+3] (LAH). The solvent is C1CCOC1 (THF). Conditions: temperature 25 celsius, time 15 hour. The product is C(C1=CC=CC=C1)N1CCN(CC1)CC1C2([C@@H](OC1)C1=C(CCC[C@@]1(CC2)C)C)O ((5aR,9bS)-3-((4-benzylpiperazin-1-yl)methyl)-5a,9-dimethyl-2,3,3a,4,5,5a,6,7,8,9b-decahydronaphtho[1,2-b]furan-3a-ol). Reaction SMILES: [CH2:1]([N:8]1[CH2:13][CH2:12][N:11]([CH2:14][CH:15]2[C:19](=O)[O:18][C@H:17]3[C:21]4[C@@:26]([CH3:29])([CH2:27][CH2:28][C:16]23[OH:31])[CH2:25][CH2:24][CH2:23][C:22]=4[CH3:30])[CH2:10][CH2:9]1)[C:2]1[CH:7]=[CH:6][CH:5]=[CH:4][CH:3]=1.[H-].[H-].[H-].[H-].[Li+].[Al+3]>C1COCC1>[CH2:1]([N:8]1[CH2:13][CH2:12][N:11]([CH2:14][CH:15]2[CH2:19][O:18][C@H:17]3[C:21]4[C@@:26]([CH3:29])([CH2:27][CH2:28][C:16]23[OH:31])[CH2:25][CH2:24][CH2:23][C:22]=4[CH3:30])[CH2:10][CH2:9]1)[C:2]1[CH:3]=[CH:4][CH:5]=[CH:6][CH:7]=1 |f:1.2.3.4.5.6|. Procedure details: To the solution of compound of example 27 (424 mg, 1 mmol) in THF (20 mL) under stirring to 0° C., under nitrogen, was added LAH (132.8 mg, 3.5 mmol) and stirred at room temperature (25° C.) for 15 hours. The reaction mixture was quenched with water (3×50 mL), stirred for 10-15 minutes and added ethyl acetate (3×100 mL). The separated ethyl acetate layer was dried over sodium sulphate. The product was obtained by concentrating the ethyl acetate portion. It was dried under vacuum. Crude product w... The reactants are C=1(C(=CC=CC1O)C)C(=O)[O-].[K+] (potassium meta-cresolate), C(C)(=O)C1=CC=CC=C1 (acetophenone). The product is C(C1=CC=CC=C1)(=O)CC(=O)O (benzoylacetic acid). Yield: 9.4%. RXN SMILES: C1([C:9]([O-:11])=[O:10])C(C)=CC=CC=1O.[K+].[C:13]([C:16]1[CH:21]=[CH:20][CH:19]=[CH:18][CH:17]=1)(=[O:15])[CH3:14]>>[C:13]([CH2:14][C:9]([OH:11])=[O:10])(=[O:15])[C:16]1[CH:21]=[CH:20][CH:19]=[CH:18][CH:17]=1 |f:0.1|. Procedure details: By operating as in Example 1, starting from 6.75 g of potassium meta-cresolate and from 5.5 g of acetophenone, 0.55 g of benzoylacetic acid were obtained.